This data is from the Open Reaction Database (ORD), a public repository of structured organic reaction records. The task is: describe an organic reaction: reactants, conditions, products, and yield The reactants are COC(=O)CBr, O=C([O-])O, O=c1[nH]c2cc(Cl)ccc2c(O)c1-c1ccccc1, [Na+], CN(C)C=O. Yields the product COC(=O)COc1c(-c2ccccc2)c(=O)[nH]c2cc(Cl)ccc12. As a reaction SMILES: [Br:20][CH2:21][C:22](=[O:23])[O:24][CH3:25].[C:26](=[O:27])([OH:28])[O-:29].[Cl:1][c:2]1[cH:3][cH:4][c:5]2[c:6]([OH:19])[c:7](-[c:13]3[cH:14][cH:15][cH:16][cH:17][cH:18]3)[c:8](=[O:12])[nH:9][c:10]2[cH:11]1.[Na+:30].[O:31]=[CH:32][N:33]([CH3:34])[CH3:35]>>[Cl:1][c:2]1[cH:3][cH:4][c:5]2[c:6]([O:19][CH2:21][C:22](=[O:23])[O:24][CH3:25])[c:7](-[c:13]3[cH:14][cH:15][cH:16][cH:17][cH:18]3)[c:8](=[O:12])[nH:9][c:10]2[cH:11]1.